Dataset: the Open Reaction Database (ORD), a public repository of structured organic reaction records. Task: describe an organic reaction: reactants, conditions, products, and yield Reactants: C(C1=CC=CC=C1)OC=1C(=NC=CC1O)C(O)C1=CC(=C(C=C1)OCC1=CC=CC=C1)OC (3-benzyloxy-2-[(4-benzyloxy-3-methoxy-phenyl)-hydroxy-methyl]-pyridin-4-ol). Reagents/catalysts: [Pd] (palladium on carbon). The solvent is CO (methanol). Product: OC(C1=NC=CC(=C1O)O)C1=CC(=C(C=C1)O)OC (2-[hydroxy-(4-hydroxy-3-methoxy-phenyl)-methyl]-pyridine-3,4-diol). Reaction SMILES: C([O:8][C:9]1[C:10]([CH:16]([C:18]2[CH:23]=[CH:22][C:21]([O:24]CC3C=CC=CC=3)=[C:20]([O:32][CH3:33])[CH:19]=2)[OH:17])=[N:11][CH:12]=[CH:13][C:14]=1[OH:15])C1C=CC=CC=1>CO.[Pd]>[OH:17][CH:16]([C:18]1[CH:23]=[CH:22][C:21]([OH:24])=[C:20]([O:32][CH3:33])[CH:19]=1)[C:10]1[C:9]([OH:8])=[C:14]([OH:15])[CH:13]=[CH:12][N:11]=1. Reported procedure: 0.9 g of 3-benzyloxy-2-[(4-benzyloxy-3-methoxy-phenyl)-hydroxy-methyl]-pyridin-4-ol is dissolved in 100 ml of methanol and hydrogenated at room temperature in the presence of 0.18 g of palladium on carbon (5%) until 2 mol of H2 per mol of starting material have been taken up. The catalyst is removed by filtration and the flitrate is concentrated by evaporation. Recrystallisation from methanol yields 2-[hydroxy-(4-hydroxy-3-methoxy-phenyl)-methyl]-pyridine-3,4-diol. Colourless crystals, m.p.: fro... Starting materials: C1(=C(C(=C(C(=C1F)F)F)N)F)N.Cl.Cl (dihydrochloride), Cl.Cl.CN(CCC1=CNC2=CC=C(C=C12)CNNC=O)C (Formic acid N′-[3-(2-dimethylamino-ethyl)-1H-indol-5-ylmethyl]-hydrazide, dihydrochloride), N1=CN=CN=C1 (1,3,5-triazine). The solvent is C(C)O (ethanol). The product is CN(CCC1=CNC2=CC=C(C=C12)CN1N=CN=C1)C (Dimethyl-[2-(5-[1,2,4]triazol-1-ylmethyl-1H-indol-3-yl)-ethyl]-amine). Isolated yield 84.0%. RXN SMILES: C1(N)C(F)=C(F)C(F)=[C:3]([NH2:10])C=1F.Cl.Cl.Cl.Cl.[CH3:17][N:18]([CH3:35])[CH2:19][CH2:20][C:21]1[C:29]2[C:24](=[CH:25][CH:26]=[C:27]([CH2:30][NH:31][NH:32][CH:33]=O)[CH:28]=2)[NH:23][CH:22]=1.N1C=NC=NC=1>C(O)C>[CH3:17][N:18]([CH3:35])[CH2:19][CH2:20][C:21]1[C:29]2[C:24](=[CH:25][CH:26]=[C:27]([CH2:30][N:31]3[CH:3]=[N:10][CH:33]=[N:32]3)[CH:28]=2)[NH:23][CH:22]=1 |f:0.1.2,3.4.5|. Procedure: A solution of the dihydrochloride of formic acid N′-[3-(2-dimethylamino-ethyl)-1H-indol-5-ylmethyl]-hydrazide (Example 18; 6.665 g, 20 mmol), and 1,3,5-triazine (1.081 g, 13.3 mmol) in ethanol (50 ml) is heated at reflux for six hours under a nitrogen atmosphere. From the slightly hazy yellow solution, the solvent is removed on the rotavapor, and the yellow residue is stirred with sodium hydroxide (100 ml 2N solution) and chloroform (100 ml). The organic layer is separated, washed with water (10... The reactants are NCCCCCCO (6-aminohexan-1-ol), C1=CC2=C(C=C1C(=O)O)C(=O)OC2=O (1,2,4-benzenetricarboxylic anhydride). Run in O (H2O), O (water). Yields the product O=C1N(C(C2=CC(=CC=C12)C(=O)O)=O)CCCCCCO (1,3-Dioxo-2-(6-hydroxyhex-1-yl)-isoindole-5-carboxylic acid). RXN SMILES: [NH2:1][CH2:2][CH2:3][CH2:4][CH2:5][CH2:6][CH2:7][OH:8].[CH:9]1[C:14]([C:15]([OH:17])=[O:16])=[CH:13][C:12]2[C:18]([O:20][C:21](=[O:22])[C:11]=2[CH:10]=1)=O>O>[O:22]=[C:21]1[C:11]2[C:12](=[CH:13][C:14]([C:15]([OH:17])=[O:16])=[CH:9][CH:10]=2)[C:18](=[O:20])[N:1]1[CH2:2][CH2:3][CH2:4][CH2:5][CH2:6][CH2:7][OH:8]. Procedure: A mixture of 6-aminohexan-1-ol (11.7 g, 10 mmol) and 1,2,4-benzenetricarboxylic anhydride (7.68 g, 4 mmol) was heated to 175°-225° C. for 15 min or until evolution of H2O vapor stops. The melt was poured into water to give a white crystalline solid. The solid was collected by vacuum filtration and dried overnight in vacuo to give 9.1 g (78%) of analytically pure 27. Starting materials: Cc1ccc(C(F)(F)F)cc1NCC=O, O=C(Cl)CCl, [Na+], [Na+], O=C([O-])[O-], O, c1ccccc1. The product is Cc1ccc(C(F)(F)F)cc1N(CC=O)C(=O)CCl. Reaction SMILES: [CH3:1][c:2]1[c:3]([NH:4][CH2:5][CH:6]=[O:7])[cH:8][c:9]([C:12]([F:13])([F:14])[F:15])[cH:10][cH:11]1.[Cl:28][CH2:29][C:30](=[O:31])[Cl:32].[Na+:16].[Na+:17].[O-:18][C:19](=[O:20])[O-:21].[OH2:33].[cH:22]1[cH:23][cH:24][cH:25][cH:26][cH:27]1>>[CH3:1][c:2]1[c:3]([N:4]([CH2:5][CH:6]=[O:7])[C:30]([CH2:29][Cl:28])=[O:31])[cH:8][c:9]([C:12]([F:13])([F:14])[F:15])[cH:10][cH:11]1. Reported procedure: 5.2 grams of 4-chlorotetrahydrophthalic anhydride, 2.6 grams of 2-aminopyridine, 50 milliliters of trichlorobenzene and 6.0 grams of Calgon Carbon S-Sorb was combined in a 3 neck flask. The flask was fitted with a reflux condenser and an inlet tube adjusted to deliver air as bubbles below the surface. The third neck was fitted with a drying tube to remove water. After about 9 hours, N-(2-pyridyl)-4-chlorophthalimide was formed in about 84% yield as determined by GC-MS. Yields the product N1=C(C=CC=C1)N1C(C=2C(C1=O)=CC(=CC2)Cl)=O (N-(2-pyridyl)-4-chlorophthalimide). Reaction conditions: time 9 hour. The yield is 84.0%. Run in ClC=1C(=C(C=CC1)Cl)Cl (trichlorobenzene). Reaction SMILES: [Cl:1][CH:2]1[CH:12]=[CH:11][CH:5]2[C:6]([O:8][C:9](=[O:10])[CH:4]2[CH2:3]1)=O.[NH2:13][C:14]1[CH:19]=[CH:18][CH:17]=[CH:16][N:15]=1>ClC1C(Cl)=C(Cl)C=CC=1>[N:15]1[CH:16]=[CH:17][CH:18]=[CH:19][C:14]=1[N:13]1[C:9](=[O:10])[C:4]2=[CH:3][C:2]([Cl:1])=[CH:12][CH:11]=[C:5]2[C:6]1=[O:8]. The reactants are ClC1CC2C(C(=O)OC2=O)C=C1 (4-chlorotetrahydrophthalic anhydride), NC1=NC=CC=C1 (2-aminopyridine), Carbon S-Sorb.